Dataset: the Open Reaction Database (ORD), a public repository of structured organic reaction records. Task: describe an organic reaction: reactants, conditions, products, and yield Starting materials: CCOC(=O)C(Cc1ccc(C)c(C)c1)NC(=O)N1CCC(N2Cc3ccccc3NC2=O)CC1, CO, [Na+], [OH-]. Yields the product Cc1ccc(CC(NC(=O)N2CCC(N3Cc4ccccc4NC3=O)CC2)C(=O)O)cc1C. RXN SMILES: [CH3:1][c:2]1[cH:3][c:4]([CH2:9][CH:10]([C:11](=[O:12])[O:13][CH2:14][CH3:15])[NH:16][C:17](=[O:18])[N:19]2[CH2:20][CH2:21][CH:22]([N:25]3[C:26](=[O:35])[NH:27][c:28]4[cH:29][cH:30][cH:31][cH:32][c:33]4[CH2:34]3)[CH2:23][CH2:24]2)[cH:5][cH:6][c:7]1[CH3:8].[CH3:38][OH:39].[Na+:37].[OH-:36]>>[CH3:1][c:2]1[cH:3][c:4]([CH2:9][CH:10]([C:11](=[O:12])[OH:13])[NH:16][C:17](=[O:18])[N:19]2[CH2:20][CH2:21][CH:22]([N:25]3[C:26](=[O:35])[NH:27][c:28]4[cH:29][cH:30][cH:31][cH:32][c:33]4[CH2:34]3)[CH2:23][CH2:24]2)[cH:5][cH:6][c:7]1[CH3:8]. Reactants: C(#N)C1=C(SC=2CN(CCC21)C(=O)OC(C)(C)C)NC(C(CC)CC)=O (tert-Butyl 3-cyano-2-[(2-ethylbutanoyl)amino]-4,7-dihydrothieno[2,3-c]pyridine-6(5H)-carboxylate), FC(C(=O)O)(F)F (trifluoroacetic acid). Solvent: ClCCl (dichloromethane). Run at time 2 hour. The product is C(#N)C1=C(SC=2CNCCC21)NC(C(CC)CC)=O (N-(3-Cyano-4,5,6,7-tetrahydrothieno[2,3-c]pyridin-2-yl)-2-ethylbutanamide). Reaction SMILES: [C:1]([C:3]1[C:11]2[CH2:10][CH2:9][N:8](C(OC(C)(C)C)=O)[CH2:7][C:6]=2[S:5][C:4]=1[NH:19][C:20](=[O:26])[CH:21]([CH2:24][CH3:25])[CH2:22][CH3:23])#[N:2].FC(F)(F)C(O)=O>ClCCl>[C:1]([C:3]1[C:11]2[CH2:10][CH2:9][NH:8][CH2:7][C:6]=2[S:5][C:4]=1[NH:19][C:20](=[O:26])[CH:21]([CH2:24][CH3:25])[CH2:22][CH3:23])#[N:2]. Procedure: To a solution of the intermediate isolated in Step B in 100 mL of dichloromethane was added 25 mL of trifluoroacetic acid. After 2 h at ambient temperature, the reaction was diluted with an equal volume of saturated aqueous NAHCO3. The mixture was extracted twice with dichloromethane, and the combined organic layers were dried (Na2SO4) and concentrated in vacuo, affording the title compound.